Dataset: the Open Reaction Database (ORD), a public repository of structured organic reaction records. Task: describe an organic reaction: reactants, conditions, products, and yield Reactants: CO, Cl, CC(C)(C)S(=O)NC(Cc1ccccc1)(c1ccc(F)cc1)c1cc(F)cc(OC(F)(F)C(F)F)c1, C1COCCO1. Yields the product NC(Cc1ccccc1)(c1ccc(F)cc1)c1cc(F)cc(OC(F)(F)C(F)F)c1. RXN SMILES: [CH3:37][OH:38].[ClH:39].[F:1][c:2]1[cH:3][c:4]([C:15]([CH2:16][c:17]2[cH:18][cH:19][cH:20][cH:21][cH:22]2)([c:23]2[cH:24][cH:25][c:26]([F:29])[cH:27][cH:28]2)[NH:30][S:31]([C:32]([CH3:33])([CH3:34])[CH3:35])=[O:36])[cH:5][c:6]([O:8][C:9]([CH:10]([F:11])[F:12])([F:13])[F:14])[cH:7]1.[O:40]1[CH2:41][CH2:42][O:43][CH2:44][CH2:45]1>>[F:1][c:2]1[cH:3][c:4]([C:15]([CH2:16][c:17]2[cH:18][cH:19][cH:20][cH:21][cH:22]2)([c:23]2[cH:24][cH:25][c:26]([F:29])[cH:27][cH:28]2)[NH2:30])[cH:5][c:6]([O:8][C:9]([CH:10]([F:11])[F:12])([F:13])[F:14])[cH:7]1. Starting materials: 60, COC=1C=C(C=CC1)NC1(CCN(CC1)CC1=CC=CC=C1)C(=O)OC (methyl 4-[N-(3-methoxyphenyl)amino]-1-(phenylmethyl)-4-piperidinecarboxylate), [H][H] (hydrogen). Reagents/catalysts: [Pd] (palladium-on-charcoal). The solvent is C(C)O (ethanol). The product is COC=1C=C(C=CC1)NC1(CCNCC1)C(=O)OC (methyl 4-[N-(3-methoxyphenyl)amino]-4-piperidinecarboxylate). Reaction SMILES: [CH3:1][O:2][C:3]1[CH:4]=[C:5]([NH:9][C:10]2([C:23]([O:25][CH3:26])=[O:24])[CH2:15][CH2:14][N:13](CC3C=CC=CC=3)[CH2:12][CH2:11]2)[CH:6]=[CH:7][CH:8]=1.[H][H]>[Pd].C(O)C>[CH3:1][O:2][C:3]1[CH:4]=[C:5]([NH:9][C:10]2([C:23]([O:25][CH3:26])=[O:24])[CH2:15][CH2:14][NH:13][CH2:12][CH2:11]2)[CH:6]=[CH:7][CH:8]=1. Reported procedure: A mixture of 60 parts of methyl 4-[N-(3-methoxyphenyl)amino]-1-(phenylmethyl)-4-piperidinecarboxylate and 400 parts of ethanol is hydrogenated at normal pressure and at room temperature with 10 parts of palladium-on-charcoal catalyst 10%. After the calculated amount of hydrogen is taken up, the catalyst is filtered off and the filtrate is evaporated. The residue is purified by column-chromatography over silicagel using a mixture of trichloromethane and 10% of methanol, previously saturated with ... Reactants: [H-].[Na+] (sodium hydride), CN(CCC1=CC=CC=C1)C1CCN(CC1)C(C1=CC(=C(C=C1)N1N=CN=C1)O)=O (4-[N-methyl-N-(2-phenylethyl)amino]-1-[3-hydroxy-4-(1,2,4-triazol-1-yl)benzoyl]piperidine), O (water), ClCCN(C)C ((2-chloroethyl)dimethylamine). Run in CN(C=O)C (dimethylformamide). Reaction conditions: time 1 hour. The product is CN(CCC1=CC=CC=C1)C1CCN(CC1)C(C1=CC(=C(C=C1)N1N=CN=C1)OCCN(C)C)=O (4-[N-methyl-N-(2-phenylethyl)amino]-1-[3-(2-dimethylaminoethoxy)-4-(1,2,4-triazol-1-yl)benzoyl]piperidine). The yield is 42.5%. RXN SMILES: [H-].[Na+].[CH3:3][N:4]([CH:13]1[CH2:18][CH2:17][N:16]([C:19](=[O:32])[C:20]2[CH:25]=[CH:24][C:23]([N:26]3[CH:30]=[N:29][CH:28]=[N:27]3)=[C:22]([OH:31])[CH:21]=2)[CH2:15][CH2:14]1)[CH2:5][CH2:6][C:7]1[CH:12]=[CH:11][CH:10]=[CH:9][CH:8]=1.Cl[CH2:34][CH2:35][N:36]([CH3:38])[CH3:37].O>CN(C)C=O>[CH3:3][N:4]([CH:13]1[CH2:18][CH2:17][N:16]([C:19](=[O:32])[C:20]2[CH:25]=[CH:24][C:23]([N:26]3[CH:30]=[N:29][CH:28]=[N:27]3)=[C:22]([O:31][CH2:34][CH2:35][N:36]([CH3:38])[CH3:37])[CH:21]=2)[CH2:15][CH2:14]1)[CH2:5][CH2:6][C:7]1[CH:12]=[CH:11][CH:10]=[CH:9][CH:8]=1 |f:0.1|. Procedure details: 120 mg of sodium hydride was added, under ice-cooling, to a solution of 1.0 g of 4-[N-methyl-N-(2-phenylethyl)amino]-1-[3-hydroxy-4-(1,2,4-triazol-1-yl)benzoyl]piperidine in 10 ml of dimethylformamide. The mixture was stirred for 1 hour. Thereto was dropwise added 320 mg of (2-chloroethyl)dimethylamine. The mixture was stirred at room temperature for 2 hours and then at 50° C. for 2 hours. The reaction mixture was poured into 50 ml of water. The mixture was extracted with three 50-ml portions of... Starting materials: OBO, Clc1cccc(Cl)c1Br, COc1ccc(F)cc1, [Na+], [OH-], c1ccc(P(c2ccccc2)(c2ccccc2)[Pd](P(c2ccccc2)(c2ccccc2)c2ccccc2)(P(c2ccccc2)(c2ccccc2)c2ccccc2)P(c2ccccc2)(c2ccccc2)c2ccccc2)cc1. Product: COc1ccc(F)cc1-c1c(Cl)cccc1Cl. As a reaction SMILES: [BH:12]([OH:13])[OH:14].[Cl:1][c:2]1[c:3]([Br:9])[c:4]([Cl:8])[cH:5][cH:6][cH:7]1.[F:15][c:16]1[cH:17][cH:18][c:19]([O:22][CH3:23])[cH:20][cH:21]1.[Na+:11].[OH-:10].[cH:24]1[cH:25][cH:26][c:27]([P:28]([Pd:29]([P:30]([c:31]2[cH:32][cH:33][cH:34][cH:35][cH:36]2)([c:37]2[cH:38][cH:39][cH:40][cH:41][cH:42]2)[c:43]2[cH:44][cH:45][cH:46][cH:47][cH:48]2)([P:49]([c:50]2[cH:51][cH:52][cH:53][cH:54][cH:55]2)([c:56]2[cH:57][cH:58][cH:59][cH:60][cH:61]2)[c:62]2[cH:63][cH:64][cH:65][cH:66][cH:67]2)[P:68]([c:69]2[cH:70][cH:71][cH:72][cH:73][cH:74]2)([c:75]2[cH:76][cH:77][cH:78][cH:79][cH:80]2)[c:81]2[cH:82][cH:83][cH:84][cH:85][cH:86]2)([c:87]2[cH:88][cH:89][cH:90][cH:91][cH:92]2)[c:93]2[cH:94][cH:95][cH:96][cH:97][cH:98]2)[cH:99][cH:100]1>>[Cl:1][c:2]1[c:3](-[c:18]2[cH:17][c:16]([F:15])[cH:21][cH:20][c:19]2[O:22][CH3:23])[c:4]([Cl:8])[cH:5][cH:6][cH:7]1. As a reaction SMILES: [Br:1][c:2]1[c:3](-[n:11]2[c:12](=[O:22])[nH:13][c:14]3[cH:15][cH:16][cH:17][cH:18][c:19]3[c:20]2=[O:21])[cH:4][cH:5][c:6]([N+:8]([O-:9])=[O:10])[cH:7]1.[CH3:30][CH2:31][O:32][C:33](=[O:34])[CH3:35].[Na+:29].[OH-:28].[OH2:23].[OH2:24].[Sn:25]([Cl:26])[Cl:27]>>[Br:1][c:2]1[c:3](-[n:11]2[c:12](=[O:22])[nH:13][c:14]3[cH:15][cH:16][cH:17][cH:18][c:19]3[c:20]2=[O:21])[cH:4][cH:5][c:6]([NH2:8])[cH:7]1. The reactants are O=c1[nH]c2ccccc2c(=O)n1-c1ccc([N+](=O)[O-])cc1Br, CCOC(C)=O, [Na+], [OH-], O, O, Cl[Sn]Cl. The product is Nc1ccc(-n2c(=O)[nH]c3ccccc3c2=O)c(Br)c1.